Dataset: the Open Reaction Database (ORD), a public repository of structured organic reaction records. Task: describe an organic reaction: reactants, conditions, products, and yield Reactants: C(CCC(=O)[O-])(=O)OC (Mono-methyl succinate), C(C(=O)Cl)(=O)Cl (oxalyl chloride). Run in C(Cl)Cl (methylene chloride), CN(C=O)C (dimethyl formamide). Yields the product C(=O)(OC)CCC(=O)Cl (3-carbomethoxypropionyl chloride). Reaction SMILES: [C:1]([O:8][CH3:9])(=[O:7])[CH2:2][CH2:3][C:4]([O-])=[O:5].C(Cl)(=O)C([Cl:13])=O>CN(C)C=O.C(Cl)Cl>[C:1]([CH2:2][CH2:3][C:4]([Cl:13])=[O:5])([O:8][CH3:9])=[O:7]. Procedure details: Mono-methyl succinate (1), wherein alk is methyl, was chlorinated with oxalyl chloride in dimethyl formamide and methylene chloride to afford 3-carbomethoxypropionyl chloride (2). Compound (2) was catalytically hydrogenated over palladium-charcoal catalyst in the presence of 2,6-lutidine to yield 3-carbomethoxypropionaldehyde (3) which was reacted with formylmethylene triphenylphosphorane under Wittig reaction conditions to obtain 5-carbomethoxy-2-pentanal (4). Compound 4 was epoxidized with aqu... Reactants: COC1=NC(=CC=C1)C=1C(N(C=C(C1)C1=NC=CC=C1)C1=CC=CC=C1)=O (3-(2-methoxypyridin-6-yl)-1-phenyl-5-(pyridin-2-yl)-1,2-dihydropyridin-2-one), Cl (hydrochloric acid), Cl (hydrochloric acid). Run at time 1 hour. The product is OC1=NC(=CC=C1)C=1C(N(C=C(C1)C1=NC=CC=C1)C1=CC=CC=C1)=O (3-(2-Hydroxypyridin-6-yl)-1-phenyl-5-(2-pyridyl)-1,2-dihydropyridin-2-one). As a reaction SMILES: C[O:2][C:3]1[CH:8]=[CH:7][CH:6]=[C:5]([C:9]2[C:10](=[O:27])[N:11]([C:21]3[CH:26]=[CH:25][CH:24]=[CH:23][CH:22]=3)[CH:12]=[C:13]([C:15]3[CH:20]=[CH:19][CH:18]=[CH:17][N:16]=3)[CH:14]=2)[N:4]=1.Cl>>[OH:2][C:3]1[CH:8]=[CH:7][CH:6]=[C:5]([C:9]2[C:10](=[O:27])[N:11]([C:21]3[CH:26]=[CH:25][CH:24]=[CH:23][CH:22]=3)[CH:12]=[C:13]([C:15]3[CH:20]=[CH:19][CH:18]=[CH:17][N:16]=3)[CH:14]=2)[N:4]=1. Procedure: 20 mg of 3-(2-methoxypyridin-6-yl)-1-phenyl-5-(pyridin-2-yl)-1,2-dihydropyridin-2-one is added to 3 ml of 5N hydrochloric acid. The mixture was heated under reflux for 3 hours, to which 0.5 ml of concentrated hydrochloric acid was added, and further stirred for 1 hour. The reaction mixture was concentrated under a vacuum and washed with ether, to quantitatively obtain the subject compound. The reactants are C(C)(C)C=1C=CC(=C(C1)C1=C(C=C(C=C1)C(F)(F)F)CN)OC (1-[5′-Isopropyl-2′-methoxy-4-(trifluoromethyl)biphenyl-2-yl]methanamine), C[Si](C)(C)[N-][Si](C)(C)C.[K+] (potassium bis(trimethylsilyl)amide), solution, FC(C=1C=C(CBr)C=C(C1)C(F)(F)F)(F)F (3,5-Bis(trifluoromethyl)benzyl bromide), O (H2O). The solvent is C1(=CC=CC=C1)C (toluene), C1CCOC1 (THF). Reaction conditions: time 72 hour. Yields the product EtOAc hexanes, FC(C=1C=C(CNCC2=C(C=CC(=C2)C(F)(F)F)C2=C(C=CC(=C2)C(C)C)OC)C=C(C1)C(F)(F)F)(F)F ([3,5-bis(trifluoromethyl)benzyl]{[5′-isopropyl-2′-methoxy-4-(trifluoromethyl)biphenyl-2-yl]methyl}amine). Isolated yield 25.0%. As a reaction SMILES: [CH:1]([C:4]1[CH:5]=[CH:6][C:7]([O:22][CH3:23])=[C:8]([C:10]2[CH:15]=[CH:14][C:13]([C:16]([F:19])([F:18])[F:17])=[CH:12][C:11]=2[CH2:20][NH2:21])[CH:9]=1)([CH3:3])[CH3:2].[F:24][C:25]([F:39])([F:38])[C:26]1[CH:27]=[C:28]([CH:31]=[C:32]([C:34]([F:37])([F:36])[F:35])[CH:33]=1)[CH2:29]Br.C[Si]([N-][Si](C)(C)C)(C)C.[K+].O>C1COCC1.C1(C)C=CC=CC=1>[F:24][C:25]([F:38])([F:39])[C:26]1[CH:27]=[C:28]([CH:31]=[C:32]([C:34]([F:37])([F:35])[F:36])[CH:33]=1)[CH2:29][NH:21][CH2:20][C:11]1[CH:12]=[C:13]([C:16]([F:17])([F:18])[F:19])[CH:14]=[CH:15][C:10]=1[C:8]1[CH:9]=[C:4]([CH:1]([CH3:3])[CH3:2])[CH:5]=[CH:6][C:7]=1[O:22][CH3:23] |f:2.3|. Reported procedure: 1-[5′-Isopropyl-2′-methoxy-4-(trifluoromethyl)biphenyl-2-yl]methanamine (94.1 mg, 0.291 mmol) was dissolved in THF (4 mL). 3,5-Bis(trifluoromethyl)benzyl bromide (320 μL, 1.75 mmol) was added followed by potassium bis(trimethylsilyl)amide (2.33 mL of a 0.5 M solution in toluene, 1.164 mmol). The reaction was stirred at room temperature for 72 hours and then poured into H2O (30 mL). The mixture was extracted with EtOAc (75 mL). The organic layer was washed with brine (25 mL), dried over Na2SO4, f... Reactants: CC#N, CCOc1cncnc1Cl, [K+], [K+], CCOC(=O)N1CCNCC1, O=C([O-])[O-]. Yields the product CCOC(=O)N1CCN(c2ncncc2OCC)CC1. As a reaction SMILES: [CH3:28][C:29]#[N:30].[Cl:1][c:2]1[n:3][cH:4][n:5][cH:6][c:7]1[O:8][CH2:9][CH3:10].[K+:22].[K+:23].[N:11]1([C:17](=[O:18])[O:19][CH2:20][CH3:21])[CH2:12][CH2:13][NH:14][CH2:15][CH2:16]1.[O-:24][C:25]([O-:26])=[O:27]>>[c:2]1([N:14]2[CH2:13][CH2:12][N:11]([C:17](=[O:18])[O:19][CH2:20][CH3:21])[CH2:16][CH2:15]2)[n:3][cH:4][n:5][cH:6][c:7]1[O:8][CH2:9][CH3:10]. Reactants: CC(NC(=O)OCc1ccccc1)C(=O)O, CCOCC, ClCCl, COc1cc2c(c(OC)c1OC)-c1ccc(N)cc1C(NC(C)=O)CC2. Product: COc1cc2c(c(OC)c1OC)-c1ccc(NC(=O)C(C)NC(=O)OCc3ccccc3)cc1C(NC(C)=O)CC2. As a reaction SMILES: [CH2:1]([c:2]1[cH:3][cH:4][cH:5][cH:6][cH:7]1)[O:8][C:9](=[O:10])[NH:11][CH:12]([CH3:13])[C:14](=[O:15])[OH:16].[CH3:43][CH2:44][O:45][CH2:46][CH3:47].[Cl:48][CH2:49][Cl:50].[NH2:17][c:18]1[cH:19][cH:20][c:21]2[c:22]([cH:42]1)[CH:23]([NH:38][C:39]([CH3:40])=[O:41])[CH2:24][CH2:25][c:26]1[c:27]-2[c:28]([O:36][CH3:37])[c:29]([O:34][CH3:35])[c:30]([O:32][CH3:33])[cH:31]1>>[CH2:1]([c:2]1[cH:3][cH:4][cH:5][cH:6][cH:7]1)[O:8][C:9](=[O:10])[NH:11][CH:12]([CH3:13])[C:14](=[O:16])[NH:17][c:18]1[cH:19][cH:20][c:21]2[c:22]([cH:42]1)[CH:23]([NH:38][C:39]([CH3:40])=[O:41])[CH2:24][CH2:25][c:26]1[c:27]-2[c:28]([O:36][CH3:37])[c:29]([O:34][CH3:35])[c:30]([O:32][CH3:33])[cH:31]1. Starting materials: C(C1=CC=CC=C1)N1CCN(CC1)C=1N=CC2=C(N1)CNC2=O (2-(4-Benzylpiperazino)-5-oxo-5,6-dihydro(7H)pyrrolo[3,4-d]pyrimidine). The reagents and catalysts are [Pd] (Pd-C). Solvent: CC(=O)O (AcOH). Run at temperature 60 celsius. The product is N1(CCNCC1)C=1N=CC2=C(N1)CNC2=O (2-Piperazino-5-oxo-5,6-dihydro(7H)pyrrolo[3,4-d]pyrimidine). As a reaction SMILES: C([N:8]1[CH2:13][CH2:12][N:11]([C:14]2[N:15]=[CH:16][C:17]3[C:22](=[O:23])[NH:21][CH2:20][C:18]=3[N:19]=2)[CH2:10][CH2:9]1)C1C=CC=CC=1>[Pd].CC(O)=O>[N:11]1([C:14]2[N:15]=[CH:16][C:17]3[C:22](=[O:23])[NH:21][CH2:20][C:18]=3[N:19]=2)[CH2:12][CH2:13][NH:8][CH2:9][CH2:10]1. Reported procedure: While heating at 60° C. 1.6 g (5.18 mmol, Referential Example 42) of 2-(4-benzylpiperazino)-5-oxo-5,6-dihydro(7H)pyrrolo[3,4-d]pyrimidine, 0.16 g of 10% Pd-C and 30 ml of AcOH, H2 was bubbled. One hour later, Pd-C was filtered off and then the solvent was distilled off. The residue was suspended in a 10% aqueous NaHCO3 solution. The reactants are C(C)(C)(C)OC(CC1=C(C=C(C=C1)C)OC(=O)C)=O (2-(2-acetoxyl-4-methylphenyl)acetic acid tert-butyl ester), BrN1C(CCC1=O)=O (N-bromosuccinimide). The reagents and catalysts are C(C1=CC=CC=C1)(=O)OOC(C1=CC=CC=C1)=O (benzoyl peroxide). The solvent is C(Cl)(Cl)(Cl)Cl (CCl4). The product is C(C)(C)(C)OC(CC1=C(C=C(C=C1)CBr)OC(=O)C)=O ((2-acetoxyl-4-bromomethylphenyl)acetic acid tert-butyl ester). Yield: 38.9%. RXN SMILES: [C:1]([O:5][C:6](=[O:19])[CH2:7][C:8]1[CH:13]=[CH:12][C:11]([CH3:14])=[CH:10][C:9]=1[O:15][C:16]([CH3:18])=[O:17])([CH3:4])([CH3:3])[CH3:2].[Br:20]N1C(=O)CCC1=O>C(Cl)(Cl)(Cl)Cl.C(OOC(=O)C1C=CC=CC=1)(=O)C1C=CC=CC=1>[C:1]([O:5][C:6](=[O:19])[CH2:7][C:8]1[CH:13]=[CH:12][C:11]([CH2:14][Br:20])=[CH:10][C:9]=1[O:15][C:16]([CH3:18])=[O:17])([CH3:4])([CH3:2])[CH3:3]. Procedure details: To a solution of 2-(2-acetoxyl-4-methylphenyl)acetic acid tert-butyl ester (4.9 g, 18.5 mmol) in CCl4 (50 ml) was added N-bromosuccinimide (3.29 g, 18.5 mmol, 1 equivalents) and benzoyl peroxide (100 mg), the reaction mixture was refluxed under argon for 3 hr. The reaction mixture was then cooled to room temperature. The solid precipitate was filtered off, and washed with hexanes, the combined organic was taken to dryness, and the residue obtained was purified by chromatography (Hexanes—EtOAc, 5... Starting materials: Brc1cn[nH]c1, ClC(c1ccccc1)(c1ccccc1)c1ccccc1, CCOC(C)=O, [H-], [Na+], C1CCOC1. The product is Brc1cnn(C(c2ccccc2)(c2ccccc2)c2ccccc2)c1. As a reaction SMILES: [Br:1][c:2]1[cH:3][n:4][nH:5][cH:6]1.[C:9]([c:10]1[cH:11][cH:12][cH:13][cH:14][cH:15]1)([c:16]1[cH:17][cH:18][cH:19][cH:20][cH:21]1)([c:22]1[cH:23][cH:24][cH:25][cH:26][cH:27]1)[Cl:28].[CH3:34][CH2:35][O:36][C:37](=[O:38])[CH3:39].[H-:7].[Na+:8].[O:29]1[CH2:30][CH2:31][CH2:32][CH2:33]1>>[Br:1][c:2]1[cH:3][n:4][n:5]([C:9]([c:10]2[cH:11][cH:12][cH:13][cH:14][cH:15]2)([c:16]2[cH:17][cH:18][cH:19][cH:20][cH:21]2)[c:22]2[cH:23][cH:24][cH:25][cH:26][cH:27]2)[cH:6]1. Starting materials: [N+](=O)([O-])C=1C=C(C=CC1)C=1C=NNC1 (4-(3-nitrophenyl)-1H-pyrazole). The reagents and catalysts are [Pd] (Pd—C). Run in C(C)(=O)OCC (ethyl acetate). Reaction conditions: time 8 hour. Product: N1N=CC(=C1)C=1C=C(N)C=CC1 (3-(1H-pyrazol-4-yl)aniline). The yield is 99.6%. As a reaction SMILES: [N+:1]([C:4]1[CH:5]=[C:6]([C:10]2[CH:11]=[N:12][NH:13][CH:14]=2)[CH:7]=[CH:8][CH:9]=1)([O-])=O>[Pd].C(OCC)(=O)C>[NH:12]1[CH:11]=[C:10]([C:6]2[CH:5]=[C:4]([CH:9]=[CH:8][CH:7]=2)[NH2:1])[CH:14]=[N:13]1. Procedure: A 5 mL ethyl acetate solution of 300 mg (1.59 mmol) of 4-(3-nitrophenyl)-1H-pyrazole was added to 30 mg of 5% Pd—C, and stirred under a hydrogen atmosphere at room temperature overnight. The reaction solution was filtered through celite, and the filtrate was condensed and dried to give 252 mg of 3-(1H-pyrazol-4-yl)aniline (yield: 99%). Reactants: C1CCOC1, COC1(c2cc(N)n(-c3ccc(C)cc3)n2)CC1, O=C(Cl)OCC(Cl)(Cl)Cl, c1ccncc1. Yields the product COC1(c2cc(NC(=O)OCC(Cl)(Cl)Cl)n(-c3ccc(C)cc3)n2)CC1. Reaction SMILES: [CH2:34]1[O:35][CH2:36][CH2:37][CH2:38]1.[CH3:1][O:2][C:3]1([c:6]2[cH:7][c:8]([NH2:18])[n:9](-[c:11]3[cH:12][cH:13][c:14]([CH3:17])[cH:15][cH:16]3)[n:10]2)[CH2:4][CH2:5]1.[Cl:25][C:26]([CH2:27][O:28][C:29](=[O:30])[Cl:31])([Cl:32])[Cl:33].[cH:19]1[cH:20][cH:21][n:22][cH:23][cH:24]1>>[CH3:1][O:2][C:3]1([c:6]2[cH:7][c:8]([NH:18][C:29]([O:28][CH2:27][C:26]([Cl:25])([Cl:32])[Cl:33])=[O:30])[n:9](-[c:11]3[cH:12][cH:13][c:14]([CH3:17])[cH:15][cH:16]3)[n:10]2)[CH2:4][CH2:5]1.